This data is from the Open Reaction Database (ORD), a public repository of structured organic reaction records. The task is: describe an organic reaction: reactants, conditions, products, and yield The reactants are C(C)(=O)O (acetic acid), OO (H2O2), NN=CC1=CC=C(C=C1)CCCCC(=O)NC(CC(=O)O)CS(=O)C1=CC=CC=C1 ((±)-3-[[5-[4-(Aminoiminomethyl)phenyl]-1-oxopentyl]amino]-4-[(phenylsulfinyl)]butanoic acid). The solvent is O (water). Conditions: time 24 hour. Yields the product NN=CC1=CC=C(C=C1)CCCCC(=O)NC(CC(=O)O)CS(=O)(=O)C1=CC=CC=C1 ((±)-3-[[5-[4-(aminoiminomethyl)phenyl]-1-oxopentyl]amino]-4-(phenylsulfonyl)butanoic acid). Reaction SMILES: [NH2:1][N:2]=[CH:3][C:4]1[CH:9]=[CH:8][C:7]([CH2:10][CH2:11][CH2:12][CH2:13][C:14]([NH:16][CH:17]([CH2:22][S:23]([C:25]2[CH:30]=[CH:29][CH:28]=[CH:27][CH:26]=2)=[O:24])[CH2:18][C:19]([OH:21])=[O:20])=[O:15])=[CH:6][CH:5]=1.C(O)(=[O:33])C.OO>O>[NH2:1][N:2]=[CH:3][C:4]1[CH:9]=[CH:8][C:7]([CH2:10][CH2:11][CH2:12][CH2:13][C:14]([NH:16][CH:17]([CH2:22][S:23]([C:25]2[CH:26]=[CH:27][CH:28]=[CH:29][CH:30]=2)(=[O:33])=[O:24])[CH2:18][C:19]([OH:21])=[O:20])=[O:15])=[CH:6][CH:5]=1. Procedure details: (±)-3-[[5-[4-(Aminoiminomethyl)phenyl]-1-oxopentyl]amino]-4-[(phenylsulfinyl)]butanoic acid (2.5 g) was dissolved in 10 ml water and 5 ml acetic acid followed by the addition of 5 ml 30% H2O2. The oxidation was allowed to proceed for 24 h. after which the reaction mixture was purified by reverse phase chromatography (water/acetonitrile) and lyophilized to give 1.6 g of the title compound as a white solid: 1H NMR (d6 -DMSO) δ1.48 (m, 2H), 1.56 (m, 2H), 1.75 (m, 2H), 2.10 (m, 2H), 2.41 (m, 2H), 2.... Starting materials: S(O)(O)(=O)=O (Sulfuric acid), BrC1=C(SC(=C1)Br)C(=O)OCC (ethyl 3,5-dibromothiophene-2-carboxylate), [N+](=O)(O)[O-] (nitric acid). Reaction conditions: temperature -5 celsius, time 1 hour. The product is BrC1=C(SC(=C1[N+](=O)[O-])Br)C(=O)OCC (Ethyl 3,5-dibromo-4-nitrothiophene-2-carboxylate). Yield: 59.5%. Reaction SMILES: S(=O)(=O)(O)O.[Br:6][C:7]1[CH:11]=[C:10]([Br:12])[S:9][C:8]=1[C:13]([O:15][CH2:16][CH3:17])=[O:14].[N+:18]([O-])([OH:20])=[O:19]>>[Br:6][C:7]1[C:11]([N+:18]([O-:20])=[O:19])=[C:10]([Br:12])[S:9][C:8]=1[C:13]([O:15][CH2:16][CH3:17])=[O:14]. Reported procedure: Sulfuric acid (27.6 g, 15.0 ml, 281.0 mmol) was added in a dropwise manner to ethyl 3,5-dibromothiophene-2-carboxylate (Prepared according to procedure reported in JCS Perkin Trans-1:Organic and Bioorganic Chemistry (1972-1999), 1973, p 1766-1770), 5.0 g (15.92 mmol), at room temperature (about 25° C.). The reaction mixture was then cooled to −5° C. and to the cooled mixture was added nitric acid (2.0 g, 2.04 ml, 31.84 mmol) slowly. The reaction mixture was then stirred at 0° C. for 1 hr. The pr... Starting materials: NC1=NC(=C(C(=N1)C1=CC2=C(OCO2)C=C1)C#N)S(=O)(=O)C (2-amino-4-benzo[1,3]dioxol-5-yl-6-methanesulfonyl-pyrimidine-5-carbonitrile), CC([O-])C.[Na+] (sodium isopropoxide). Solvent: C(C)(C)O (isopropanol). Yields the product NC1=NC(=C(C(=N1)C1=CC2=C(OCO2)C=C1)C#N)OC(C)C (2-Amino-4-benzo[1,3]dioxol-5-yl-6-isopropoxy-pyrimidine-5-carbonitrile). Reaction SMILES: [NH2:1][C:2]1[N:7]=[C:6]([C:8]2[CH:16]=[CH:15][C:11]3[O:12][CH2:13][O:14][C:10]=3[CH:9]=2)[C:5]([C:17]#[N:18])=[C:4](S(C)(=O)=O)[N:3]=1.[CH3:23][CH:24]([CH3:26])[O-:25].[Na+]>C(O)(C)C>[NH2:1][C:2]1[N:7]=[C:6]([C:8]2[CH:16]=[CH:15][C:11]3[O:12][CH2:13][O:14][C:10]=3[CH:9]=2)[C:5]([C:17]#[N:18])=[C:4]([O:25][CH:24]([CH3:26])[CH3:23])[N:3]=1 |f:1.2|. Procedure details: From 2-amino-4-benzo[1,3]dioxol-5-yl-6-methanesulfonyl-pyrimidine-5-carbonitrile and sodium isopropoxide in isopropanol. ES-MS m/e (%): 299 (M+H+, 100). Starting materials: CC(C)(C)[O-].[K+] (potassium tert-butylate), O=CC1=CC(OCC)=C(O)C=C1 (ethylvanillin). The reagents and catalysts are [Br-].C[P+](C1=CC=CC=C1)(C1=CC=CC=C1)C1=CC=CC=C1 (methyltriphenylphosphonium bromide). Run in C1(=CC=CC=C1)C (toluene). Reaction conditions: time 1 hour. Product: C(C)OC1=C(C=CC(=C1)C=C)O (2-ethoxy-4-vinylphenol). Yield: 55.0%. RXN SMILES: [CH3:1]C([O-])(C)C.[K+].O=[CH:8][C:9]1[CH:18]=[CH:17][C:15]([OH:16])=[C:11]([O:12][CH2:13][CH3:14])[CH:10]=1>[Br-].C[P+](C1C=CC=CC=1)(C1C=CC=CC=1)C1C=CC=CC=1.C1(C)C=CC=CC=1>[CH2:13]([O:12][C:11]1[CH:10]=[C:9]([CH:8]=[CH2:1])[CH:18]=[CH:17][C:15]=1[OH:16])[CH3:14] |f:0.1,3.4|. Reported procedure: A suspension of methyltriphenylphosphonium bromide (1.15 mole) and potassium tert-butylate (1.33 moles) in 1 liter toluene was stirred for 1 hour at room temperature. 1.0 mole of ethylvanillin was added to the ylide thus formed. The reaction mixture was stirred for another hour and then washed with dilute hydrochloride acid. The solution was concentrated by evaporation and the residue distilled under reduced pressure. In this way 2-ethoxy-4-vinylphenol was obtained in a yield of 55%. Boiling poi... The reactants are ClC=1C(=NC=CC1)S(=O)(=O)N (3-chloro-2-pyridinesulfonamide), OO (H2O2). Solvent: FC(C(=O)O)(F)F (trifluoroacetic acid). Product: ClC1=C([N+](=CC=C1)[O-])S(=O)(=O)N (3-Chloro-2-pyridinesulfonamide-1-oxide). As a reaction SMILES: [Cl:1][C:2]1[C:3]([S:8]([NH2:11])(=[O:10])=[O:9])=[N:4][CH:5]=[CH:6][CH:7]=1.[OH:12]O>FC(F)(F)C(O)=O>[Cl:1][C:2]1[CH:7]=[CH:6][CH:5]=[N+:4]([O-:12])[C:3]=1[S:8]([NH2:11])(=[O:9])=[O:10]. Reported procedure: To a stirring solution of 3-chloro-2-pyridinesulfonamide (2.5 g, 13.0 mmol) in 35 mL of trifluoroacetic acid was added 30% H2O2 (1.2 g, 35.1 mmol). The solution was concentrated to ~15 mL, diluted with ethyl acetate, washed twice with brine, dried and concentrated. The resulting solid was flash chromatographed with EtOAc to afford the desired product, m.p. 195°-197° C. Starting materials: CCCCCCCN(CCc1ccc(CC(OCC)C(=O)OC)cc1)C(=O)C1Cc2ccccc21, [Li+], C1CCOC1, [OH-]. Yields the product CCCCCCCN(CCc1ccc(CC(OCC)C(=O)O)cc1)C(=O)C1Cc2ccccc21. As a reaction SMILES: [CH3:1][O:2][C:3]([CH:4]([CH2:5][c:6]1[cH:7][cH:8][c:9]([CH2:12][CH2:13][N:14]([CH2:15][CH2:16][CH2:17][CH2:18][CH2:19][CH2:20][CH3:21])[C:22](=[O:23])[CH:24]2[c:25]3[cH:26][cH:27][cH:28][cH:29][c:30]3[CH2:31]2)[cH:10][cH:11]1)[O:32][CH2:33][CH3:34])=[O:35].[Li+:37].[O:38]1[CH2:39][CH2:40][CH2:41][CH2:42]1.[OH-:36]>>[O:2]=[C:3]([CH:4]([CH2:5][c:6]1[cH:7][cH:8][c:9]([CH2:12][CH2:13][N:14]([CH2:15][CH2:16][CH2:17][CH2:18][CH2:19][CH2:20][CH3:21])[C:22](=[O:23])[CH:24]2[c:25]3[cH:26][cH:27][cH:28][cH:29][c:30]3[CH2:31]2)[cH:10][cH:11]1)[O:32][CH2:33][CH3:34])[OH:35]. The reactants are CC(C)N, CCO, CCNc1nc(Cl)cc(NS(=O)(=O)c2ccc(N)cc2)n1. Yields the product CCNc1nc(NC(C)C)cc(NS(=O)(=O)c2ccc(N)cc2)n1. Reaction SMILES: [CH3:22][CH:23]([CH3:24])[NH2:25].[CH3:26][CH2:27][OH:28].[NH2:1][c:2]1[cH:3][cH:4][c:5]([S:8](=[O:9])(=[O:10])[NH:11][c:12]2[n:13][c:14]([NH:19][CH2:20][CH3:21])[n:15][c:16]([Cl:18])[cH:17]2)[cH:6][cH:7]1>>[NH2:1][c:2]1[cH:3][cH:4][c:5]([S:8](=[O:9])(=[O:10])[NH:11][c:12]2[n:13][c:14]([NH:19][CH2:20][CH3:21])[n:15][c:16]([NH:25][CH:23]([CH3:22])[CH3:24])[cH:17]2)[cH:6][cH:7]1. Reactants: ClC1=NC=CN=C1OCCOC1=CC=CC=C1 (2-chloro-3-(2-phenoxyethoxy)pyrazine), C(=O)(OC(C)(C)C)N1CCC(CC1)O (N-Boc-4-hydroxypiperidine). Product: N1CCC(CC1)OC=1C(=NC=CN1)OCCOC1=CC=CC=C1 (2-(Phenoxy)ethyl 3-(4-piperidinyloxy)-2-pyrazinyl ether). Yield: 35.5%. Reaction SMILES: Cl[C:2]1[C:7]([O:8][CH2:9][CH2:10][O:11][C:12]2[CH:17]=[CH:16][CH:15]=[CH:14][CH:13]=2)=[N:6][CH:5]=[CH:4][N:3]=1.C([N:25]1[CH2:30][CH2:29][CH:28]([OH:31])[CH2:27][CH2:26]1)(OC(C)(C)C)=O>>[NH:25]1[CH2:30][CH2:29][CH:28]([O:31][C:2]2[C:7]([O:8][CH2:9][CH2:10][O:11][C:12]3[CH:17]=[CH:16][CH:15]=[CH:14][CH:13]=3)=[N:6][CH:5]=[CH:4][N:3]=2)[CH2:27][CH2:26]1. Procedure: The title compound was prepared according to the procedure described in Example 49 starting from 2-chloro-3-(2-phenoxyethoxy)pyrazine (250 mg, 1.00 mmol; from Example 1, Step 1) and N-Boc-4-hydroxypiperidine (234 mg, 1.16 mmol) to give 112 mg (35%) of the title product. HRMS m/z calcd for C17H23N3O3 (M)+ 315.1583, found 315.1570.